This data is from the Open Reaction Database (ORD), a public repository of structured organic reaction records. The task is: describe an organic reaction: reactants, conditions, products, and yield The reactants are Cl.ClC1=CC=C(C=C1)CCC1(OCCO1)CN1C=NC=C1 (1-[[2-(2-(4-chlorophenyl)ethyl)-1,3-dioxolan-2-yl]methyl]imidazole hydrochloride), C([O-])([O-])=O.[K+].[K+] (potassium carbonate). Solvent: ClCCl (dichloromethane). The product is ClC1=CC=C(C=C1)CCC1(OCCO1)CN1C=NC=C1 (1-[[2-(2-(4-chlorophenyl)ethyl)-1,3-dioxolan-2-yl]methyl]imidazole). RXN SMILES: Cl.[Cl:2][C:3]1[CH:8]=[CH:7][C:6]([CH2:9][CH2:10][C:11]2([CH2:16][N:17]3[CH:21]=[CH:20][N:19]=[CH:18]3)[O:15][CH2:14][CH2:13][O:12]2)=[CH:5][CH:4]=1.C(=O)([O-])[O-].[K+].[K+]>ClCCl>[Cl:2][C:3]1[CH:8]=[CH:7][C:6]([CH2:9][CH2:10][C:11]2([CH2:16][N:17]3[CH:21]=[CH:20][N:19]=[CH:18]3)[O:12][CH2:13][CH2:14][O:15]2)=[CH:5][CH:4]=1 |f:0.1,2.3.4|. Procedure: 1-[[2-(2-(4-chlorophenyl)ethyl)-1,3-dioxolan-2-yl]methyl]imidazole hydrochloride (800 mg) in 50 ml of dichloromethane is shaken with excess dilute potassium carbonate solution until the salt is completely neutralized. The organic layer is then separated, washed twice with water, dried over magnesium sulfate and evaporated to yield 1-[[2-(2-(4-chlorophenyl)ethyl)-1,3-dioxolan-2-yl]methyl]imidazole.